Dataset: the Open Reaction Database (ORD), a public repository of structured organic reaction records. Task: describe an organic reaction: reactants, conditions, products, and yield The reactants are C(C1=CC=CC=C1)OC1=CC=C(C=C1)C1=NNC=C1C1=CC=NC=C1 (4-[3-(4-Benzyloxy-phenyl)-1H-pyrazol-4-yl]-pyridine), C([O-])([O-])=O.[Cs+].[Cs+] (cesium carbonate), FC(CI)(F)F (1,1,1-Trifluoro-2-iodo-ethane), O (water). Solvent: CN(C=O)C (dimethyl formamide). Run at temperature 60 celsius. Yields the product C(C1=CC=CC=C1)OC1=CC=C(C=C1)C1=NN(C=C1C1=CC=NC=C1)CC(F)(F)F (4-[3-(4-Benzyloxy-phenyl)-1-(2,2,2-trifluoro-ethyl)-1H-pyrazol4-yl]-pyridine). As a reaction SMILES: [CH2:1]([O:8][C:9]1[CH:14]=[CH:13][C:12]([C:15]2[C:19]([C:20]3[CH:25]=[CH:24][N:23]=[CH:22][CH:21]=3)=[CH:18][NH:17][N:16]=2)=[CH:11][CH:10]=1)[C:2]1[CH:7]=[CH:6][CH:5]=[CH:4][CH:3]=1.C(=O)([O-])[O-].[Cs+].[Cs+].[F:32][C:33]([F:37])([F:36])[CH2:34]I.O>CN(C)C=O>[CH2:1]([O:8][C:9]1[CH:10]=[CH:11][C:12]([C:15]2[C:19]([C:20]3[CH:21]=[CH:22][N:23]=[CH:24][CH:25]=3)=[CH:18][N:17]([CH2:34][C:33]([F:37])([F:36])[F:32])[N:16]=2)=[CH:13][CH:14]=1)[C:2]1[CH:3]=[CH:4][CH:5]=[CH:6][CH:7]=1 |f:1.2.3|. Reported procedure: To a solution of 4-[3-(4-Benzyloxy-phenyl)-1H-pyrazol-4-yl]-pyridine (0.42 g) in dimethyl formamide (7 ml) was added cesium carbonate (0.65 g) and 1,1,1-Trifluoro-2-iodo-ethane (0.29 ml). The reaction mixture was heated at 60° C. for 24 h, poured into water and extracted 3× with dichloromethane. Purification via biotage MPLC chromatography, eluting with 5% methanol/0.5% ammonium hydroxide/70% ethyl acetate/hexane provided the title compound. MS: (M+H m/z=410.0). Reactants: C(C)(C)(C)OC(=O)N1C[C@H]([C@@H](C1)CNC(=O)C=1SC(=CC1)Cl)OC(C)=O ((3S,4R)-3-acetoxy-4-{[(5-chloro-thiophene-2-carbonyl)-amino]-methyl}-pyrrolidine-1-carboxylic acid tert-butyl ester), N (NH3). Solvent: CO (MeOH). Product: C(C)(C)(C)OC(=O)N1C[C@H]([C@@H](C1)O)CNC(=O)C=1SC(=CC1)Cl ((3R,4S)-3-{[(5-chloro-thiophene-2-carbonyl)-amino]-methyl}-4-hydroxy-pyrrolidine-1-carboxylic acid tert-butyl ester). As a reaction SMILES: [C:1]([O:5][C:6]([N:8]1[CH2:12][C@@H:11]([CH2:13][NH:14][C:15]([C:17]2[S:18][C:19]([Cl:22])=[CH:20][CH:21]=2)=[O:16])[C@H:10]([O:23]C(=O)C)[CH2:9]1)=[O:7])([CH3:4])([CH3:3])[CH3:2].N>CO>[C:1]([O:5][C:6]([N:8]1[CH2:9][C@@H:10]([OH:23])[C@H:11]([CH2:13][NH:14][C:15]([C:17]2[S:18][C:19]([Cl:22])=[CH:20][CH:21]=2)=[O:16])[CH2:12]1)=[O:7])([CH3:4])([CH3:2])[CH3:3]. Procedure details: 79.5 A solution of (3S,4R)-3-acetoxy-4-{[(5-chloro-thiophene-2-carbonyl)-amino]-methyl}-pyrrolidine-1-carboxylic acid tert-butyl ester (20 mg) in 1 ml of a 2M NH3 solution in MeOH was stirred at 22° C. for 1 h and evaporated to give (3R,4S)-3-{[(5-chloro-thiophene-2-carbonyl)-amino]-methyl}-4-hydroxy-pyrrolidine-1-carboxylic acid tert-butyl ester. Pale brown oil. MS 305.1 ([M-isobutene+H]+) The reactants are CC(C)C(=O)Nc1cccc(C2CCNCC2)c1, COc1ccc(OCCCCCl)cc1. The product is COc1ccc(OCCCCN2CCC(c3cccc(NC(=O)C(C)C)c3)CC2)cc1. As a reaction SMILES: [CH3:15][CH:16]([C:17](=[O:18])[NH:19][c:20]1[cH:21][c:22]([CH:26]2[CH2:27][CH2:28][NH:29][CH2:30][CH2:31]2)[cH:23][cH:24][cH:25]1)[CH3:32].[Cl:1][CH2:2][CH2:3][CH2:4][CH2:5][O:6][c:7]1[cH:8][cH:9][c:10]([O:13][CH3:14])[cH:11][cH:12]1>>[CH2:2]([CH2:3][CH2:4][CH2:5][O:6][c:7]1[cH:8][cH:9][c:10]([O:13][CH3:14])[cH:11][cH:12]1)[N:29]1[CH2:28][CH2:27][CH:26]([c:22]2[cH:21][c:20]([NH:19][C:17]([CH:16]([CH3:15])[CH3:32])=[O:18])[cH:25][cH:24][cH:23]2)[CH2:31][CH2:30]1. Yields the product CC(=O)Nc1cccc(NC(=O)C(C#N)C(=O)c2nn(-c3ccccc3)c3c2Cc2ccccc2-3)c1. Reactants: CC(=O)OC(C)=O, CN(C)C=O, N#CC(C(=O)Nc1cccc(N)c1)C(=O)c1nn(-c2ccccc2)c2c1Cc1ccccc1-2, O, c1ccncc1. RXN SMILES: [CH3:34][C:35](=[O:36])[O:37][C:38](=[O:39])[CH3:40].[CH3:47][N:48]([CH3:49])[CH:50]=[O:51].[NH2:1][c:2]1[cH:3][c:4]([NH:8][C:9]([CH:10]([C:11](=[O:12])[c:13]2[c:14]3[c:15]([n:16](-[c:18]4[cH:19][cH:20][cH:21][cH:22][cH:23]4)[n:17]2)-[c:24]2[cH:25][cH:26][cH:27][cH:28][c:29]2[CH2:30]3)[C:31]#[N:32])=[O:33])[cH:5][cH:6][cH:7]1.[OH2:52].[cH:41]1[cH:42][cH:43][n:44][cH:45][cH:46]1>>[NH:1]([c:2]1[cH:3][c:4]([NH:8][C:9]([CH:10]([C:11](=[O:12])[c:13]2[c:14]3[c:15]([n:16](-[c:18]4[cH:19][cH:20][cH:21][cH:22][cH:23]4)[n:17]2)-[c:24]2[cH:25][cH:26][cH:27][cH:28][c:29]2[CH2:30]3)[C:31]#[N:32])=[O:33])[cH:5][cH:6][cH:7]1)[C:35]([CH3:34])=[O:36]. Reported procedure: To a solution of Example 159A (5.0 g, 11.68 mmol) in ethanol (78 mL) was added sodium borohydride (0.972 g, 25.7 mmol) portionwise and the mixture was stirred at room temperature for 20 minutes. Afterwards the solution was concentrated, then a solution of 1N aqueous hydrochloric acid (100 mL) was added and extracted with EtOAc. The organic extract was dried, filtered and concentrated to 5.05 g (100%) of a colorless solid as the title compound. The reactants are S(CC(=O)C1=CC=C(C=C1)Br)CC(=O)C1=CC=C(C=C1)Br (2,2′-thiobis(1-(4-bromophenyl)ethanone)), [BH4-].[Na+] (sodium borohydride). Run at time 20 minute. As a reaction SMILES: [S:1]([CH2:12][C:13]([C:15]1[CH:20]=[CH:19][C:18]([Br:21])=[CH:17][CH:16]=1)=[O:14])[CH2:2][C:3]([C:5]1[CH:10]=[CH:9][C:8]([Br:11])=[CH:7][CH:6]=1)=[O:4].[BH4-].[Na+]>C(O)C>[S:1]([CH2:2][CH:3]([C:5]1[CH:6]=[CH:7][C:8]([Br:11])=[CH:9][CH:10]=1)[OH:4])[CH2:12][CH:13]([C:15]1[CH:16]=[CH:17][C:18]([Br:21])=[CH:19][CH:20]=1)[OH:14] |f:1.2|. Yields the product S(CC(O)C1=CC=C(C=C1)Br)CC(O)C1=CC=C(C=C1)Br (2,2′-thiobis(1-(4-bromophenyl)ethanol)). The solvent is C(C)O (ethanol). Starting materials: Br, N=C1[SH]=CNN1Cc1ccccc1, CN(C)C=O, O=C(Cl)C(=O)Cl, ClCCl, O=C(O)c1cnccc1C(F)(F)F. Yields the product O=C(N=C1[SH]=CNN1Cc1ccccc1)c1cnccc1C(F)(F)F. RXN SMILES: [BrH:25].[CH2:26]([c:27]1[cH:28][cH:29][cH:30][cH:31][cH:32]1)[N:33]1[NH:34][CH:35]=[SH:36][C:37]1=[NH:38].[CH3:20][N:21]([CH3:22])[CH:23]=[O:24].[Cl:1][C:2]([C:3]([Cl:4])=[O:5])=[O:6].[Cl:39][CH2:40][Cl:41].[F:7][C:8]([c:9]1[cH:10][cH:11][n:12][cH:13][c:14]1[C:15](=[O:16])[OH:17])([F:18])[F:19]>>[F:7][C:8]([c:9]1[cH:10][cH:11][n:12][cH:13][c:14]1[C:15](=[O:17])[N:38]=[C:37]1[N:33]([CH2:26][c:27]2[cH:28][cH:29][cH:30][cH:31][cH:32]2)[NH:34][CH:35]=[SH:36]1)([F:18])[F:19]. The reactants are COCCN(CCOC)S(F)(F)F (Deoxo-Fluor), OC1CCN(CC1)C1CCN(CC1)C(=O)OC(C)(C)C (1,1-dimethylethyl 4-hydroxy-1,4′-bipiperidine-1′-carboxylate). Run at temperature -78 celsius, time 2 hour. Product: FC1CCN(CC1)C1CCN(CC1)C(=O)OC(C)(C)C (1,1-dimethylethyl 4-fluoro-1,4′-bipiperidine-1′-carboxylate). Yield: 60.0%. Reaction SMILES: COCCN(S(F)(F)[F:11])CCOC.O[CH:15]1[CH2:20][CH2:19][N:18]([CH:21]2[CH2:26][CH2:25][N:24]([C:27]([O:29][C:30]([CH3:33])([CH3:32])[CH3:31])=[O:28])[CH2:23][CH2:22]2)[CH2:17][CH2:16]1>>[F:11][CH:15]1[CH2:20][CH2:19][N:18]([CH:21]2[CH2:26][CH2:25][N:24]([C:27]([O:29][C:30]([CH3:33])([CH3:32])[CH3:31])=[O:28])[CH2:23][CH2:22]2)[CH2:17][CH2:16]1. Reported procedure: Deoxo-Fluor® was added to a solution of 1,1-dimethylethyl 4-hydroxy-1,4′-bipiperidine-1′-carboxylate (0.500 g, 1.76 mmol) dropwise at −78° C. The mixture was maintained at −78° C. for 30 min before it was warmed to room temperature and stirred for 2 h. The mixture was washed with saturated aqueous sodium bicarbonate. The organic phase was dried over Na2SO4, filtered, and concentrated in vacuo. The crude material was purified via column chromatography (1:200 methanol/methylene chloride) to afford...